Dataset: the Open Reaction Database (ORD), a public repository of structured organic reaction records. Task: describe an organic reaction: reactants, conditions, products, and yield Starting materials: OC1(CCNCC1)C1=CC=CC=C1 (4-hydroxy-4-phenylpiperidine), BrCCCCl (1-bromo-3-chloropropane). Run in [OH-].[Na+] (NaOH), CC(=O)C (acetone). Conditions: time 18 hour. Product: ClCCCN1CCC(CC1)(C1=CC=CC=C1)O (1-(3-Chloropropyl)-4-hydroxy-4-phenylpiperidine). RXN SMILES: [OH:1][C:2]1([C:8]2[CH:13]=[CH:12][CH:11]=[CH:10][CH:9]=2)[CH2:7][CH2:6][NH:5][CH2:4][CH2:3]1.Br[CH2:15][CH2:16][CH2:17][Cl:18]>[OH-].[Na+].CC(C)=O>[Cl:18][CH2:17][CH2:16][CH2:15][N:5]1[CH2:6][CH2:7][C:2]([OH:1])([C:8]2[CH:13]=[CH:12][CH:11]=[CH:10][CH:9]=2)[CH2:3][CH2:4]1 |f:2.3|. Procedure details: A solution of 4-hydroxy-4-phenylpiperidine (35.4 g, 0.2 mole) in 50 ml of 20% NaOH and 250 ml of acetone was cooled at <15° and 1-bromo-3-chloropropane (31.4 g, 0.2 mole) was added dropwise. The mixture was stirred at room temperature for 18 hours and concentrated in vacuo at <40°. The concentrate was converted to the HCl salt with HCL(g)/2-PrOH and concentrated in vacuo to an oil. The oil crystallized in hot acetone and the solid salt was collected and dried. The salt was warmed in 2-PrOH, cool... Starting materials: BrC=1C=C2C=CNC2=C(C1)C(=O)OCC (ethyl 5-bromo-1H-indole-7-carboxylate), C(C)[SiH](CC)CC (Triethylsilane), C(=O)([O-])[O-].[Na+].[Na+] (Na2CO3), [Si](C)(C)(C)OS(=O)(=O)C(F)(F)F (TMSOTf), S1CCC(CC1)=O (tetrahydro-4H-thiopyran-4-one). The solvent is C(Cl)Cl (DCM), C(Cl)Cl (DCM). The product is BrC=1C=C2C(=CNC2=C(C1)C(=O)OC)C1CCSCC1 (Methyl 5-bromo-3-(tetrahydro-2H-thiopyran-4-yl)-1H-indole-7-carboxylate). Yield: 76.1%. RXN SMILES: [Si](OS(C(F)(F)F)(=O)=O)(C)(C)C.[S:13]1[CH2:18][CH2:17][C:16](=O)[CH2:15][CH2:14]1.[Br:20][C:21]1[CH:22]=[C:23]2[C:27](=[C:28]([C:30]([O:32][CH2:33]C)=[O:31])[CH:29]=1)[NH:26][CH:25]=[CH:24]2.C([SiH](CC)CC)C.C([O-])([O-])=O.[Na+].[Na+]>C(Cl)Cl>[Br:20][C:21]1[CH:22]=[C:23]2[C:27](=[C:28]([C:30]([O:32][CH3:33])=[O:31])[CH:29]=1)[NH:26][CH:25]=[C:24]2[CH:16]1[CH2:17][CH2:18][S:13][CH2:14][CH2:15]1 |f:4.5.6|. Reported procedure: TMSOTf (2.1 mL, 11.8 mmol) was added dropwise over 2.25 min to a solution of tetrahydro-4H-thiopyran-4-one (0.686 g, 5.9 mmol) in DCM (75 mL) at 0° C. (bath temp). A solution of ethyl 5-bromo-1H-indole-7-carboxylate (1.5 g, 5.9 mmol) in DCM (25 mL) was added dropwise via addition funnel over 20 min. Triethylsilane (3.76 mL, 23.6 mmol) was added in one portion and the reaction was allowed to warm to room temperature over 15 h. Saturated aqueous Na2CO3 (35 mL) was added, the layers were separated ...